Dataset: the Open Reaction Database (ORD), a public repository of structured organic reaction records. Task: describe an organic reaction: reactants, conditions, products, and yield The reactants are CC(C)(C)OC(=O)Cn1ccc([N+](=O)[O-])n1, CO, [H][H], [Pd]. The product is CC(C)(C)OC(=O)Cn1ccc(N)n1. RXN SMILES: [C:1]([CH3:2])([CH3:3])([CH3:4])[O:5][C:6]([CH2:7][n:8]1[n:9][c:10]([N+:13]([O-:14])=[O:15])[cH:11][cH:12]1)=[O:16].[CH3:19][OH:20].[H:17][H:18].[Pd:21]>>[C:1]([CH3:2])([CH3:3])([CH3:4])[O:5][C:6]([CH2:7][n:8]1[n:9][c:10]([NH2:13])[cH:11][cH:12]1)=[O:16]. Reactants: COC=1C=C(C=CC1OC)C1=NNC([C@H]2CCCC[C@@H]12)=O ((cis)-4-(3,4-Dimethoxyphenyl)-4a,5,6,7,8,8a-hexahydro-2H-phthalazin-1-one), BrCC(=O)C1=CC=CC=C1 (2-bromoacetophenone), COC=1C=C(C=CC1OC)C1=NN(C([C@H]2CCCC[C@@H]12)=O)C ((cis)-4-(3,4-Dimethoxyphenyl)-2-methyl-4a,5,6,7,8,8a-hexahydro-2H-phthalazin-1-one). The product is COC=1C=C(C=CC1OC)C1=NN(C([C@H]2CCCC[C@@H]12)=O)CC(C1=CC=CC=C1)=O ((cis)-4-(3,4-Dimethoxyphenyl)-2-(2-oxo-2-phenylethyl)-4a,5,6,7,8,8a-hexahydro-2H-phthalazin-1-one). Reaction SMILES: [CH3:1][O:2][C:3]1[CH:4]=[C:5]([C:11]2[C@H:20]3[C@H:15]([CH2:16][CH2:17][CH2:18][CH2:19]3)[C:14](=[O:21])[NH:13][N:12]=2)[CH:6]=[CH:7][C:8]=1[O:9][CH3:10].Br[CH2:23][C:24]([C:26]1[CH:31]=[CH:30][CH:29]=[CH:28][CH:27]=1)=[O:25].COC1C=C(C2[C@H]3[C@H](CCCC3)C(=O)N(C)N=2)C=CC=1OC>>[CH3:1][O:2][C:3]1[CH:4]=[C:5]([C:11]2[C@H:20]3[C@H:15]([CH2:16][CH2:17][CH2:18][CH2:19]3)[C:14](=[O:21])[N:13]([CH2:23][C:24](=[O:25])[C:26]3[CH:31]=[CH:30][CH:29]=[CH:28][CH:27]=3)[N:12]=2)[CH:6]=[CH:7][C:8]=1[O:9][CH3:10]. Reported procedure: Prepared from compound 1 and 2-bromoacetophenone as described for compound 8. Purified by chromatography [ethyl acetate: petroleum ether (60-80° C.)/1:3]. Crystallized from diethyl ether. M.p. 133-135° C. Reactants: O=C([O-])[O-], Cc1nc2cccc(NCc3c(C)cccc3C)c2[nH]1, CI, CC#N, [K+], [K+]. Yields the product Cc1cccc(C)c1CNc1cccc2c1nc(C)n2C. RXN SMILES: [C:23](=[O:24])([O-:25])[O-:26].[CH3:1][c:2]1[c:3]([CH2:4][NH:5][c:6]2[cH:7][cH:8][cH:9][c:10]3[n:11][c:12]([CH3:15])[nH:13][c:14]23)[c:16]([CH3:20])[cH:17][cH:18][cH:19]1.[CH3:21][I:22].[CH3:29][C:30]#[N:31].[K+:27].[K+:28]>>[CH3:1][c:2]1[c:3]([CH2:4][NH:5][c:6]2[cH:7][cH:8][cH:9][c:10]3[n:11]([CH3:23])[c:12]([CH3:15])[n:13][c:14]23)[c:16]([CH3:20])[cH:17][cH:18][cH:19]1. The reactants are C(C)(C)(C)OC(=O)N1C(CCCC1)C(N(C)OC)=O ((RS)-1-(tert-butyloxycarbonyl)-2-(N-methoxy-N-methylcarbamoyl)-piperidine), D1, [H-].[K+] (Potassium hydride), oil, C(CCC)[Li] (n-butyllithium), hexanes, BrC1=NC2=CC=CC=C2C=C1 (2-bromoquinoline), resultant mixture. Solvent: C1CCOC1 (THF), C1CCOC1 (THF). Run at temperature -20 celsius, time 10 minute. Yields the product C(C)(C)(C)OC(=O)N1C(CCCC1)C(=O)C1=NC2=CC=CC=C2C=C1 ((RS)-2-(1-Quinolin-2-yl-methanoyl)-piperidine-1-carboxylic acid tert-butyl ester). Isolated yield 66.0%. Reaction SMILES: [H-].[K+].Br[C:4]1[CH:13]=[CH:12][C:11]2[C:6](=[CH:7][CH:8]=[CH:9][CH:10]=2)[N:5]=1.C([Li])CCC.[C:19]([O:23][C:24]([N:26]1[CH2:31][CH2:30][CH2:29][CH2:28][CH:27]1[C:32](=[O:37])N(OC)C)=[O:25])([CH3:22])([CH3:21])[CH3:20]>C1COCC1>[C:19]([O:23][C:24]([N:26]1[CH2:31][CH2:30][CH2:29][CH2:28][CH:27]1[C:32]([C:4]1[CH:13]=[CH:12][C:11]2[C:6](=[CH:7][CH:8]=[CH:9][CH:10]=2)[N:5]=1)=[O:37])=[O:25])([CH3:22])([CH3:21])[CH3:20] |f:0.1|. Reported procedure: 30% Potassium hydride dispersed in mineral oil (0.8 g, 6 mmol) was added to a stirred solution of 2-bromoquinoline (1.12 g, 5.29 mmol) (O. Sugimoto, Tet. Lett. 4, (1999), 7477-8) in anhydrous THF (20 ml) at −70° C. under argon. To this was added 2N n-butyllithium in hexanes (2.7 ml, 6.75 mmol) dropwise over 5 min. The resultant mixture was stirred for 10 min at −70° C. then a solution of (RS)-1-(tert-butyloxycarbonyl)-2-(N-methoxy-N-methylcarbamoyl)-piperidine, D1 (1.57 g, 5.77 mmol) in anhydrou...